describe an organic reaction: reactants, conditions, products, and yield From a dataset of the Open Reaction Database (ORD), a public repository of structured organic reaction records. Starting materials: CON=C1CCOc2cc(C(C)(C)C)ccc21, Cc1ccc2c(c1)C(=O)CCO2. Yields the product CON=C1CCOc2ccc(C)cc21. As a reaction SMILES: [CH3:13][O:14][N:15]=[C:16]1[c:17]2[c:18]([cH:19][c:20]([C:21]([CH3:22])([CH3:23])[CH3:24])[cH:25][cH:26]2)[O:27][CH2:28][CH2:29]1.[CH3:1][c:2]1[cH:3][c:4]2[c:9]([cH:10][cH:11]1)[O:8][CH2:7][CH2:6][C:5]2=[O:12]>>[CH3:1][c:2]1[cH:3][c:4]2[c:9]([cH:10][cH:11]1)[O:8][CH2:7][CH2:6][C:5]2=[N:15][O:14][CH3:13]. As a reaction SMILES: [CH3:1][c:2]1[cH:3][cH:4][c:5]([S:6](=[O:7])(=[O:8])[NH:11][c:12]2[c:13]([F:22])[cH:14][c:15]([N+:19](=[O:20])[O-:21])[c:16]([F:18])[cH:17]2)[cH:9][cH:10]1.[NH4+:28].[OH-:29].[OH2:30].[S:23](=[O:24])(=[O:25])([OH:26])[OH:27]>>[NH2:11][c:12]1[c:13]([F:22])[cH:14][c:15]([N+:19](=[O:20])[O-:21])[c:16]([F:18])[cH:17]1. Starting materials: Cc1ccc(S(=O)(=O)Nc2cc(F)c([N+](=O)[O-])cc2F)cc1, [NH4+], [OH-], O, O=S(=O)(O)O. Yields the product Nc1cc(F)c([N+](=O)[O-])cc1F. Starting materials: [Br-], [Li]CCCC, C1CCOC1, CCCCCC, CCOC(C)=O, COC(=O)c1ccc(CCC(C=O)Cc2ccc(C(=O)OC)cc2)cc1, [Cl-], Oc1ccc(F)cc1C[P+](c1ccccc1)(c1ccccc1)c1ccccc1, [NH4+], O. Yields the product COC(=O)c1ccc(CCC(C=Cc2cc(F)ccc2O)Cc2ccc(C(=O)OC)cc2)cc1. As a reaction SMILES: [Br-:6].[CH2:1]([Li:2])[CH2:3][CH2:4][CH3:5].[CH2:69]1[O:70][CH2:71][CH2:72][CH2:73]1.[CH3:63][CH2:64][CH2:65][CH2:66][CH2:67][CH3:68].[CH3:75][CH2:76][O:77][C:78](=[O:79])[CH3:80].[CH:35](=[O:36])[CH:37]([CH2:38][c:39]1[cH:40][cH:41][c:42]([C:43](=[O:44])[O:45][CH3:46])[cH:47][cH:48]1)[CH2:49][CH2:50][c:51]1[cH:52][cH:53][c:54]([C:55](=[O:56])[O:57][CH3:58])[cH:59][cH:60]1.[Cl-:61].[F:7][c:8]1[cH:9][cH:10][c:11]([OH:34])[c:12]([CH2:13][P+:14]([c:15]2[cH:16][cH:17][cH:18][cH:19][cH:20]2)([c:21]2[cH:22][cH:23][cH:24][cH:25][cH:26]2)[c:27]2[cH:28][cH:29][cH:30][cH:31][cH:32]2)[cH:33]1.[NH4+:62].[OH2:74]>>[F:7][c:8]1[cH:9][cH:10][c:11]([OH:34])[c:12]([CH:13]=[CH:35][CH:37]([CH2:38][c:39]2[cH:40][cH:41][c:42]([C:43](=[O:44])[O:45][CH3:46])[cH:47][cH:48]2)[CH2:49][CH2:50][c:51]2[cH:52][cH:53][c:54]([C:55](=[O:56])[O:57][CH3:58])[cH:59][cH:60]2)[cH:33]1. Reactants: O=C1NC2=C(SC3=C1C=CC=C3)C=C(C=C2)C(=O)O (10,11-dihydro-11-oxodibenzo[b,f][1,4]thiazepin-7-carboxylic acid), O=C1NC2=C(SC3=C1C=CC(=C3)C(=O)O)C=CC=C2 (10,11-dihydro-11-oxodibenzo[b,f][1,4]thiazepin-3-carboxylic acid). Product: O=C1NC2=C(SC3=C1C=CC=C3)C=C(C=C2)C(=O)OC (Methyl 10,11-dihydro-11-oxodibenzo[b,f][1,4]thiazepin-7-carboxylate). RXN SMILES: [O:1]=[C:2]1[C:8]2[CH:9]=[CH:10][CH:11]=[CH:12][C:7]=2[S:6][C:5]2[CH:13]=[C:14]([C:17]([OH:19])=[O:18])[CH:15]=[CH:16][C:4]=2[NH:3]1.O=[C:21]1C2C=CC(C(O)=O)=CC=2SC2C=CC=CC=2N1>>[O:1]=[C:2]1[C:8]2[CH:9]=[CH:10][CH:11]=[CH:12][C:7]=2[S:6][C:5]2[CH:13]=[C:14]([C:17]([O:19][CH3:21])=[O:18])[CH:15]=[CH:16][C:4]=2[NH:3]1. Reported procedure: Repeat the process of Example 31, substituting 10,11-dihydro-11-oxodibenzo[b,f][1,4]thiazepin-7-carboxylic acid for the 10,11-dihydro-11-oxodibenzo[b,f][1,4]thiazepin-3-carboxylic acid of Step A, in order to obtain the title product. Reactants: ClCCl, O=C(O)C(F)(F)F, COC1(COc2cc(F)cc3ccc(-c4nnc5ccccn45)nc23)CCCN(C(=O)OC(C)(C)C)CC1. Product: COC1(COc2cc(F)cc3ccc(-c4nnc5ccccn45)nc23)CCCNCC1. As a reaction SMILES: [Cl:46][CH2:47][Cl:48].[OH:39][C:40]([C:41]([F:42])([F:43])[F:44])=[O:45].[n:1]1[n:2][c:3](-[c:10]2[n:11][c:12]3[c:13]([O:21][CH2:22][C:23]4([O:37][CH3:38])[CH2:24][CH2:25][N:26]([C:30]([O:31][C:32]([CH3:33])([CH3:34])[CH3:35])=[O:36])[CH2:27][CH2:28][CH2:29]4)[cH:14][c:15]([F:20])[cH:16][c:17]3[cH:18][cH:19]2)[n:4]2[c:5]1[cH:6][cH:7][cH:8][cH:9]2>>[n:1]1[n:2][c:3](-[c:10]2[n:11][c:12]3[c:13]([O:21][CH2:22][C:23]4([O:37][CH3:38])[CH2:24][CH2:25][NH:26][CH2:27][CH2:28][CH2:29]4)[cH:14][c:15]([F:20])[cH:16][c:17]3[cH:18][cH:19]2)[n:4]2[c:5]1[cH:6][cH:7][cH:8][cH:9]2. Starting materials: ClC(Cl)Cl, O=C(O)c1ccc(Cl)nc1, O=C(OO)c1cccc(Cl)c1. The product is O=C(O)c1ccc(Cl)[n+]([O-])c1. RXN SMILES: [CH:22]([Cl:23])([Cl:24])[Cl:25].[Cl:12][c:13]1[n:14][cH:15][c:16]([C:17](=[O:18])[OH:19])[cH:20][cH:21]1.[Cl:1][c:2]1[cH:3][cH:4][cH:5][c:6]([C:7]([O:8][OH:10])=[O:9])[cH:11]1>>[O-:9][n+:14]1[c:13]([Cl:12])[cH:21][cH:20][c:16]([C:17](=[O:18])[OH:19])[cH:15]1.